Dataset: the Open Reaction Database (ORD), a public repository of structured organic reaction records. Task: describe an organic reaction: reactants, conditions, products, and yield Reaction SMILES: [CH3:1][C:2]1[S:6][C:5]([C:7]2[CH:12]=[CH:11][C:10]([C:13]([F:16])([F:15])[F:14])=[CH:9][N:8]=2)=[N:4][C:3]=1[CH2:17][CH2:18]O.FC(F)(F)[C:22]1[CH:23]=[CH:24][C:25]([C:28](=S)[NH2:29])=[N:26][CH:27]=1.C[O:34]C(=O)CC(=O)C(Br)C.FC1C=CC([C:48]([NH2:50])=O)=CC=1>>[CH3:1][C:2]1[S:6][C:5]([C:7]2[CH:12]=[CH:11][C:10]([C:13]([F:14])([F:15])[F:16])=[CH:9][N:8]=2)=[N:4][C:3]=1[CH2:17][CH2:18][NH:50][CH2:48][C:27]([N:26]1[CH2:22][CH2:23][CH2:24][C@H:25]1[C:28]#[N:29])=[O:34]. The reactants are CC1=C(N=C(S1)C1=NC=C(C=C1)C(F)(F)F)CCO (2-[5-methyl-2-(5-trifluoromethyl-pyridin-2-yl)-thiazol-4-yl]-ethanol), FC1=CC=C(C(=O)N)C=C1 (4-fluoro-benzamide), FC(C=1C=CC(=NC1)C(N)=S)(F)F (5-trifluoromethyl-2-pyridinecarbothioamide), COC(CC(C(C)Br)=O)=O (methyl-4-bromo-3-oxopentanoate). Yields the product CC1=C(N=C(S1)C1=NC=C(C=C1)C(F)(F)F)CCNCC(=O)N1[C@@H](CCC1)C#N ((2S)-1-({2-[5-Methyl-2-(5-trifluoromethyl-pyridin-2-yl)-thiazol-4-yl]-ethylamino}-acetyl)-pyrrolidine-2-carbonitrile). Procedure: The title compound was prepared in analogy to example 31 (steps A] and C] as outlined for example 31 and step B] according to example 33) starting from 2-[5-methyl-2-(5-trifluoromethyl-pyridin-2-yl)-thiazol-4-yl]-ethanol. This starting material could be prepared from 5-trifluoromethyl-2-pyridinecarbothioamide [CAS 175277-51-7, commercially available] and methyl-4-bromo-3-oxopentanoate with 4-fluoro-benzamide as described in Collins, J. L. et al. J. Med. Chem. 1998, 41, 5037-5054. The compound wa... Starting materials: C(C)(=O)OC1(C(=CC(NC1)=O)C1=CC=NC=C1)C=1C=C(C=CC1)C (5-acetoxy-5-m-tolyl-5,6-dihydro-1H-[4,4′]bipyridinyl-2-one), [Li+].[OH-] (LiOH). Solvent: C1CCOC1 (THF), O (water). Reaction conditions: time 1 hour. The product is OC1(C(=CC(NC1)=O)C1=CC=NC=C1)C=1C=C(C=CC1)C (5-hydroxy-5-m-tolyl-5,6-dihydro-1H-[4,4′]bipyridinyl-2-one). Reaction SMILES: C([O:4][C:5]1([C:18]2[CH:19]=[C:20]([CH3:24])[CH:21]=[CH:22][CH:23]=2)[CH2:10][NH:9][C:8](=[O:11])[CH:7]=[C:6]1[C:12]1[CH:17]=[CH:16][N:15]=[CH:14][CH:13]=1)(=O)C.[Li+].[OH-]>C1COCC1.O>[OH:4][C:5]1([C:18]2[CH:19]=[C:20]([CH3:24])[CH:21]=[CH:22][CH:23]=2)[CH2:10][NH:9][C:8](=[O:11])[CH:7]=[C:6]1[C:12]1[CH:13]=[CH:14][N:15]=[CH:16][CH:17]=1 |f:1.2|. Reported procedure: To a solution of 5-acetoxy-5-m-tolyl-5,6-dihydro-1H-[4,4′]bipyridinyl-2-one (322 mg, 1.0 mmole) in THF (5 mL) and water (5 mL) at r.t. was added LiOH (126 mg, 3.0 mmole) in one portion. The reaction mixture was stirred at that temperature for 1 hr before quenching the mixture with aqueous NH4Cl. Standard work up (extraction of compound with methylene chloride), followed by purification (methano/methylene chloride) gave the title compound. MS (m/z): Calcd. C17H16N2O2(M+): 280, found (M+H)+: 281.0... Starting materials: NC/C(=C/C1=CC(=C(OC2=CC=C(C=C2)S(=O)(=O)NCCN(C)C)C(=C1)F)F)/C ((E)-4-(4-(3-amino-2-methylprop-1-enyl)-2,6-difluorophenoxy)-N-(2-(dimethylamino)ethyl)benzenesulfonamide), NC/C(=C/C1=CC(=C(OC2=CC=C(C=C2)S(=O)(=O)NCCN(C)C)C(=C1)F)F)/C ((E)-4-(4-(3-amino-2-methylprop-1-enyl)-2,6-difluorophenoxy)-N-(2-(dimethylamino)ethyl)benzenesulfonamide), TEA, Cl.N1(N=CC=C1)C(N)N ((1H-pyrazol-1-yl)methanediamine hydrochloride). Run in C1CCOC1 (THF). Run at time 1 hour. Yields the product FC1=C(OC2=CC=C(C=C2)S(=O)(=O)NCCN(C)C)C(=CC(=C1)\C=C(\CNC(=N)N)/C)F ((E)-4-(2,6-difluoro-4-(3-guanidino-2-methylprop-1-enyl)phenoxy)-N-(2-(dimethylamino)ethyl)benzenesulfonamide). Isolated yield 39.3%. Reaction SMILES: [NH2:1][CH2:2]/[C:3](/[CH3:29])=[CH:4]/[C:5]1[CH:26]=[C:25]([F:27])[C:8]([O:9][C:10]2[CH:15]=[CH:14][C:13]([S:16]([NH:19][CH2:20][CH2:21][N:22]([CH3:24])[CH3:23])(=[O:18])=[O:17])=[CH:12][CH:11]=2)=[C:7]([F:28])[CH:6]=1.Cl.[N:31]1([CH:36](N)[NH2:37])C=CC=N1>C1COCC1>[F:28][C:7]1[CH:6]=[C:5](/[CH:4]=[C:3](\[CH3:29])/[CH2:2][NH:1][C:36]([NH2:37])=[NH:31])[CH:26]=[C:25]([F:27])[C:8]=1[O:9][C:10]1[CH:15]=[CH:14][C:13]([S:16]([NH:19][CH2:20][CH2:21][N:22]([CH3:24])[CH3:23])(=[O:17])=[O:18])=[CH:12][CH:11]=1 |f:1.2|. Procedure details: To a solution of (E)-4-(4-(3-amino-2-methylprop-1-enyl)-2,6-difluorophenoxy)-N-(2-(dimethylamino)ethyl)benzenesulfonamide (Intermediate 93.4, 39.3 mg, 0.092 mmol) in dry THF (460 uL, 0.2M) under N2 was added TEA (0.276 mmol, 27.9 mg) and (1H-pyrazol-1-yl)methanediamine hydrochloride (0.102 mmol, 14.9 mg). The resulting solution was stirred for 1 hour, at which point LCMS indicated complete conversion. The solvent was removed and the resulting residue brought up in 1:1 ACN:water and purified by p... Starting materials: C(C)(=O)OCC (ethyl acetate), CN1C(N(C(=CC1=O)SCC(=O)OC)C)=O (Methyl 2-[(1,2,3,6-tetrahydro-1,3-dimethyl-2,6-dioxo-4-pyrimidinyl)thio]acetate), N1=CC(=CC=C1)C=O (pyridine-3-carboxaldehyde), CS(=O)(=O)O (methanesulfonic acid), [OH-].[Na+] (sodium hydroxide). Run at temperature 110 celsius. Product: CN1C(N(C2=C(C1=O)C(C(S2)=CC=2C=NC=CC2)=O)CC(C)C)=O (3-Methyl-1-(2-methylpropyl)-6-(3-pyridinylmethylidene)thieno[2,3-d]pyrimidine-2,4,5(1H,3H,6H)-trione). RXN SMILES: [CH3:1][N:2]1[C:7](=[O:8])[CH:6]=[C:5]([S:9][CH2:10][C:11]([O:13]C)=O)[N:4]([CH3:15])[C:3]1=[O:16].[N:17]1[CH:22]=[CH:21][CH:20]=[C:19]([CH:23]=O)[CH:18]=1.[OH-].[Na+].C(O[CH2:31][CH3:32])(=O)C.[CH3:33]S(O)(=O)=O>>[CH3:1][N:2]1[C:7](=[O:8])[C:6]2[C:11](=[O:13])[C:10](=[CH:23][C:19]3[CH:18]=[N:17][CH:22]=[CH:21][CH:20]=3)[S:9][C:5]=2[N:4]([CH2:15][CH:31]([CH3:32])[CH3:33])[C:3]1=[O:16] |f:2.3|. Procedure details: Methyl 2-[(1,2,3,6-tetrahydro-1,3-dimethyl-2,6-dioxo-4-pyrimidinyl)thio]acetate (2.83 g) and pyridine-3-carboxaldehyde (2.9 ml) were dissolved in methanesulfonic acid (28 ml) and the mixture was heated to 110° C. for 18 h. The reaction was allowed to cool and was then extracted thrice with dichloromethane. The organic phases were washed with sodium bicarbonate (aqueous) and brine, dried, filtered and evaporated to give a brown residue. The aqueous phase was made alkaline by addition of sodium hy...